describe an organic reaction: reactants, conditions, products, and yield From a dataset of the Open Reaction Database (ORD), a public repository of structured organic reaction records. Starting materials: C(C)(=O)O[BH-](OC(C)=O)OC(C)=O.[Na+] (sodium triacetoxy borohydride), ClC=1C(=C(C=CC1)NC1=NC=NC2=CC(=C(C=C12)CNC(C)(C(=O)NC)C)OC)F (N2-({4-[(3-chloro-2-fluorophenyl)amino]-7-methoxyquinazolin-6-yl}methyl)-N1,2-dimethylalaninamide), C=O (formaldehyde). The solvent is C(C)(=O)O.ClCCl (acetic acid dichloromethane). The product is ClC=1C(=C(C=CC1)NC1=NC=NC2=CC(=C(C=C12)CN(C(C)(C(=O)NC)C)C)OC)F (N2-({4-[(3-chloro-2-fluorophenyl)amino]-7-methoxyquinazolin-6-yl}methyl)-N1,N2,2-trimethylalaninamide). The yield is 68.1%. As a reaction SMILES: [C:1](O[BH-](OC(=O)C)OC(=O)C)(=O)C.[Na+].[Cl:15][C:16]1[C:17]([F:44])=[C:18]([NH:22][C:23]2[C:32]3[C:27](=[CH:28][C:29]([O:42][CH3:43])=[C:30]([CH2:33][NH:34][C:35]([CH3:41])([C:37]([NH:39][CH3:40])=[O:38])[CH3:36])[CH:31]=3)[N:26]=[CH:25][N:24]=2)[CH:19]=[CH:20][CH:21]=1.C=O>C(O)(=O)C.ClCCl>[Cl:15][C:16]1[C:17]([F:44])=[C:18]([NH:22][C:23]2[C:32]3[C:27](=[CH:28][C:29]([O:42][CH3:43])=[C:30]([CH2:33][N:34]([CH3:1])[C:35]([CH3:41])([C:37]([NH:39][CH3:40])=[O:38])[CH3:36])[CH:31]=3)[N:26]=[CH:25][N:24]=2)[CH:19]=[CH:20][CH:21]=1 |f:0.1,4.5|. Procedure details: Solid sodium triacetoxy borohydride (0.2 g, 0.94 mmol) was added to a stirred solution of N2-({4-[(3-chloro-2-fluorophenyl)amino]-7-methoxyquinazolin-6-yl}methyl)-N1,2-dimethylalaninamide (0.12 g, 0.28 mmol Example 95) in a mixture of acetic acid/dichloromethane (10 ml, 5% v/v) and in the presence of type 4 Å molecular sieves, followed rapidly by aqueous formaldehyde (1 ml). After 10 minutes the reaction mixture was concentrated and purified by preparative LCMS (standard basic system) to give th...